From a dataset of the Open Reaction Database (ORD), a public repository of structured organic reaction records. describe an organic reaction: reactants, conditions, products, and yield Reactants: C(CCC)[Sn](C1=CC=C(C=C1)O)(CCCC)CCCC (4-Tributylstannanyl-phenol), ClC1=C(C(=O)Cl)C=CC=C1 (2-chloro-benzoyl chloride), resin, C(=O)([O-])[O-].[K+].[K+] (K2CO3). Reagents/catalysts: C=1C=CC(=CC1)/C=C/C(=O)/C=C/C2=CC=CC=C2.C=1C=CC(=CC1)/C=C/C(=O)/C=C/C2=CC=CC=C2.C=1C=CC(=CC1)/C=C/C(=O)/C=C/C2=CC=CC=C2.[Pd].[Pd] (Pd2(dba)3). Solvent: C1CCOC1 (THF). Reaction conditions: time 2 hour. Product: ClC1=C(C=CC=C1)C(=O)C1=CC=C(C=C1)O ((2-Chloro-phenyl)-(4-hydroxy-phenyl)-methanone). As a reaction SMILES: C([Sn](CCCC)(CCCC)[C:6]1[CH:11]=[CH:10][C:9]([OH:12])=[CH:8][CH:7]=1)CCC.C([O-])([O-])=O.[K+].[K+].[Cl:27][C:28]1[CH:36]=[CH:35][CH:34]=[CH:33][C:29]=1[C:30](Cl)=[O:31]>C1COCC1.C1C=CC(/C=C/C(/C=C/C2C=CC=CC=2)=O)=CC=1.C1C=CC(/C=C/C(/C=C/C2C=CC=CC=2)=O)=CC=1.C1C=CC(/C=C/C(/C=C/C2C=CC=CC=2)=O)=CC=1.[Pd].[Pd]>[Cl:27][C:28]1[CH:36]=[CH:35][CH:34]=[CH:33][C:29]=1[C:30]([C:6]1[CH:7]=[CH:8][C:9]([OH:12])=[CH:10][CH:11]=1)=[O:31] |f:1.2.3,6.7.8.9.10|. Procedure: 4-Tributylstannanyl-phenol linked to Wang's resin from Step A (1 eq), Pd2(dba)3 (0.3 eq) and K2CO3 (70 mg) were suspended in THF/Diisopropilmethylamine. To this mixture 2-chloro-benzoyl chloride was added and stirred for 2 hours. The suspension was filtered and the resin washed with MeOH/CH2Cl2/DMF, then HCl diluted/dioxane and Na2CO3 5%(dioxane) and DMF/MeOH/CH2Cl2. Once the resin was dried TFA 95% and CH2Cl2 were added and the mixture stirred at room temperature for 30 min. The resin was filte... Reactants: NC1=C(C(=C(OCC(=O)N(C)C2CCN(CC2)CC(=O)C2=CC=CC=C2)C(=C1C)C)C)C (2-(4-Amino-2,3,5,6-tetramethylphenoxy)-N-[1-(2-phenyl-2-oxoethyl)-4-piperidinyl]-N-methylacetamide), [BH4-].[Na+] (sodium borohydride). The solvent is CO (methanol). Conditions: time 1.5 hour. The product is NC1=C(C(=C(OCC(=O)N(C)C2CCN(CC2)CC(C2=CC=CC=C2)O)C(=C1C)C)C)C (2-(4-Amino-2,3,5,6-tetramethylphenoxy)-N-[1-(2-hydroxy-2-phenylethyl)-4-piperidinyl]-N-methylacetamide). Isolated yield 58.0%. As a reaction SMILES: [NH2:1][C:2]1[C:28]([CH3:29])=[C:27]([CH3:30])[C:5]([O:6][CH2:7][C:8]([N:10]([CH:12]2[CH2:17][CH2:16][N:15]([CH2:18][C:19]([C:21]3[CH:26]=[CH:25][CH:24]=[CH:23][CH:22]=3)=[O:20])[CH2:14][CH2:13]2)[CH3:11])=[O:9])=[C:4]([CH3:31])[C:3]=1[CH3:32].[BH4-].[Na+]>CO>[NH2:1][C:2]1[C:3]([CH3:32])=[C:4]([CH3:31])[C:5]([O:6][CH2:7][C:8]([N:10]([CH:12]2[CH2:17][CH2:16][N:15]([CH2:18][CH:19]([OH:20])[C:21]3[CH:26]=[CH:25][CH:24]=[CH:23][CH:22]=3)[CH2:14][CH2:13]2)[CH3:11])=[O:9])=[C:27]([CH3:30])[C:28]=1[CH3:29] |f:1.2|. Reported procedure: To a mixture solution of the compound (10) obtained in the Example 10 in methanol was added 1.0 equivalent of sodium borohydride at 0° C., and the mixture was stirred for 1.5 hours at the room temperature. After the reaction, the solvent was removed under reduced pressure, and the resulting residue was purified by amine-coated silica gel (Fuji Silysia Chemical Ltd.) column chromatography (dichloromethane : methanol =20:1) to give the above-mentioned compound (11) in the yield of 58%.